Dataset: the Open Reaction Database (ORD), a public repository of structured organic reaction records. Task: describe an organic reaction: reactants, conditions, products, and yield Yields the product NC1=C(NC2=CC=C(C=C12)[N+](=O)[O-])C(C1=CC(=CC=C1)Cl)=O (3-Amino-2-(3-chlorobenzoyl)-5-nitroindole). Reported procedure: The title compound was prepared according to the procedure described in step 3 of Example 1 from 3-amino-2-(3-chlorobenzoyl)-1-(ethoxycarbonyl)-5-nitroindole (step 1). tlc: Rf=0.3 (33% ethyl acetate in hexanes) Reactants: NC1=C(N(C2=CC=C(C=C12)[N+](=O)[O-])C(=O)OCC)C(C1=CC(=CC=C1)Cl)=O (3-Amino-2-(3-chlorobenzoyl)-1-(ethoxycarbonyl)-5-nitroindole). Run in hexanes, C(C)(=O)OCC (ethyl acetate). RXN SMILES: [NH2:1][C:2]1[C:10]2[C:5](=[CH:6][CH:7]=[C:8]([N+:11]([O-:13])=[O:12])[CH:9]=2)[N:4](C(OCC)=O)[C:3]=1[C:19](=[O:27])[C:20]1[CH:25]=[CH:24][CH:23]=[C:22]([Cl:26])[CH:21]=1>C(OCC)(=O)C>[NH2:1][C:2]1[C:10]2[C:5](=[CH:6][CH:7]=[C:8]([N+:11]([O-:13])=[O:12])[CH:9]=2)[NH:4][C:3]=1[C:19](=[O:27])[C:20]1[CH:25]=[CH:24][CH:23]=[C:22]([Cl:26])[CH:21]=1. As a reaction SMILES: [Cl:1][C:2]1[N:7]=[C:6](Cl)[C:5]([F:9])=[CH:4][N:3]=1.[OH:10][C:11]1[CH:16]=[CH:15][C:14]([CH:17]([NH2:19])[CH3:18])=[CH:13][CH:12]=1>>[Cl:1][C:2]1[N:7]=[C:6]([NH:19][CH:17]([C:14]2[CH:15]=[CH:16][C:11]([OH:10])=[CH:12][CH:13]=2)[CH3:18])[C:5]([F:9])=[CH:4][N:3]=1. Reactants: ClC1=NC=C(C(=N1)Cl)F (2,4-dichloro-5-fluoropyrimidine), OC1=CC=C(C=C1)C(C)N (1-(4-hydroxyphenyl)ethylamine). Procedure details: In like manner to the preparation of 2-chloro-N4-(3,4-ethylenedioxyphenyl)-5-fluoro-4-pyrimidineamine, 2,4-dichloro-5-fluoropyrimidine was reacted with 1-(4-hydroxyphenyl)ethylamine to provide (±)-2-chloro-5-fluoro-N4-[1-(4-hydroxyphenyl)ethyl]-4-pyrimidineamine. 1H NMR (CDCl3): δ 7.88 (d, 1H, J=2.3 Hz), 7.50–7.47 (dd, 2H, J=1.7 and 8.7 Hz), 7.26–7.23 (dd, J=8.7 and 1.7 Hz), 5.35–5.28 (m, 2H), 1.59 (d, 3H, J=7.0 Hz). The product is ClC1=NC=C(C(=N1)NC(C)C1=CC=C(C=C1)O)F ((±)-2-chloro-5-fluoro-N4-[1-(4-hydroxyphenyl)ethyl]-4-pyrimidineamine). Reactants: CN(C(=O)SC1=C(C(=C(OC(C)=O)C=C1)O)CCC)C ((4-(N,N-dimethylcarbamoylthio)-2-hydroxy-3 -propylphenoxy)ethanone), BrCCCCCCBr (1,6-dibromohexane), [I-].[K+] (potassium iodide), C([O-])([O-])=O.[K+].[K+] (potassium carbonate), CC(=O)C (acetone), C([O-])([O-])=O.[K+].[K+] (potassium carbonate). Conditions: time 9.5 hour. Product: BrCCCCCCOC1=C(C=CC(=C1CCC)SC(N(C)C)=O)C(C)=O ((2-(6-bromohexyloxy)-4-(N,N-dimethylcarbamoylthio) -3-propylphenyl)ethanone). Isolated yield 79.7%. RXN SMILES: [CH3:1][N:2]([CH3:20])[C:3]([S:5][C:6]1[CH:15]=[CH:14][C:9](OC(=O)C)=[C:8]([OH:16])[C:7]=1[CH2:17][CH2:18][CH3:19])=[O:4].Br[CH2:22][CH2:23][CH2:24][CH2:25][CH2:26][CH2:27][Br:28].[I-].[K+].C(=O)([O-])[O-].[K+].[K+].[CH3:37][C:38](C)=[O:39]>>[Br:28][CH2:27][CH2:26][CH2:25][CH2:24][CH2:23][CH2:22][O:16][C:8]1[C:7]([CH2:17][CH2:18][CH3:19])=[C:6]([S:5][C:3](=[O:4])[N:2]([CH3:1])[CH3:20])[CH:15]=[CH:14][C:9]=1[C:38](=[O:39])[CH3:37] |f:2.3,4.5.6|. Reported procedure: A mixture of (4-(N,N-dimethylcarbamoylthio)-2-hydroxy-3 -propylphenoxy)ethanone (5.8 g), 1,6-dibromohexane (25 g), potassium iodide (1 g) and potassium carbonate (5.7 g) in acetone (40 ml) was heated with refluxing and stirring. Each of potassium carbonate (2.9 g) was added thereto after 9.5 hours, 20 hours and 30.5 hours, and the mixture was subjected to refluxing for total 41 hours. After cooled, inorganic materials were filtered off and the filtrate was concentrated under a reduced pressure. ... The reactants are CC(=O)[O-], COc1cccc2c1C(=O)CO2, CCO, Cl, NO, [Na+]. Yields the product COc1cccc2c1C(=NO)CO2. Reaction SMILES: [CH3:14][C:15](=[O:16])[O-:17].[CH3:1][O:2][c:3]1[cH:4][cH:5][cH:6][c:7]2[c:8]1[C:9](=[O:12])[CH2:10][O:11]2.[CH3:21][CH2:22][OH:23].[ClH:18].[NH2:19][OH:20].[Na+:13]>>[CH3:1][O:2][c:3]1[cH:4][cH:5][cH:6][c:7]2[c:8]1[C:9](=[N:19][OH:20])[CH2:10][O:11]2. Reactants: Cl.N[C@H]1CC[C@H](CC1)NC(=O)C1=C(NC=2C1=NC=CC2C2=C(C=C(C=C2)F)OCC2CC2)C (N-(cis-4-aminocyclohexyl)-7-[2-(cyclopropylmethoxy)-4-fluorophenyl]-2-methyl-1H-pyrrolo[3,2-b]pyridine-3-carboxamide hydrochloride), C(C)(=O)OCC(=O)Cl (2-chloro-2-oxoethyl acetate). The product is C1(CC1)COC1=C(C=CC(=C1)F)C1=C2C(=NC=C1)C(=C(N2)C)C(=O)N[C@@H]2CC[C@@H](CC2)NC(CO)=O (7-[2-(Cyclopropylmethoxy)-4-fluorophenyl]-N-{cis-4-[(hydroxyacetyl)amino]cyclohexyl}-2-methyl-1H-pyrrolo[3,2-b]pyridine-3-carboxamide). RXN SMILES: Cl.[NH2:2][C@@H:3]1[CH2:8][CH2:7][C@H:6]([NH:9][C:10]([C:12]2[C:16]3=[N:17][CH:18]=[CH:19][C:20]([C:21]4[CH:26]=[CH:25][C:24]([F:27])=[CH:23][C:22]=4[O:28][CH2:29][CH:30]4[CH2:32][CH2:31]4)=[C:15]3[NH:14][C:13]=2[CH3:33])=[O:11])[CH2:5][CH2:4]1.C([O:37][CH2:38][C:39](Cl)=[O:40])(=O)C>>[CH:30]1([CH2:29][O:28][C:22]2[CH:23]=[C:24]([F:27])[CH:25]=[CH:26][C:21]=2[C:20]2[CH:19]=[CH:18][N:17]=[C:16]3[C:12]([C:10]([NH:9][C@H:6]4[CH2:7][CH2:8][C@@H:3]([NH:2][C:38](=[O:37])[CH2:39][OH:40])[CH2:4][CH2:5]4)=[O:11])=[C:13]([CH3:33])[NH:14][C:15]=23)[CH2:31][CH2:32]1 |f:0.1|. Reported procedure: Starting from N-(cis-4-aminocyclohexyl)-7-[2-(cyclopropylmethoxy)-4-fluorophenyl]-2-methyl-1H-pyrrolo[3,2-b]pyridine-3-carboxamide hydrochloride (example D.f6) and commercially available 2-chloro-2-oxoethyl acetate the title compound is obtained as colorless solid. Reported procedure: The title compound was synthesized from methyl 4-oxo-1,4,5,6-tetrahydrocyclopenta[b]pyrrole-2-carboxylate in two steps. First, methyl 4-oxo-1,4,5,6-tetrahydrocyclopenta[b]pyrrole-2-carboxylate (0.60 g, 3.35 mmol) was reacted with 3,4-difluorobenzylmagnesium bromide (0.25 M in diethyl ether, 33.5 mL, 8.4 mmol) according to General Procedure 3. The resulting olefin was then converted to the title compound by hydrogenation according to General Procedure 6 (5% Pd on carbon). The crude product was pu... The product is FC=1C=C(CC2CCC=3NC(=CC32)C(=O)OC)C=CC1F (methyl 4-(3,4-difluorobenzyl)-1,4,5,6-tetrahydrocyclopenta[b]pyrrole-2-carboxylate). Starting materials: O=C1CCC=2NC(=CC21)C(=O)OC (methyl 4-oxo-1,4,5,6-tetrahydrocyclopenta[b]pyrrole-2-carboxylate), olefin, O=C1CCC=2NC(=CC21)C(=O)OC (methyl 4-oxo-1,4,5,6-tetrahydrocyclopenta[b]pyrrole-2-carboxylate), FC=1C=C(C[Mg]Br)C=CC1F (3,4-difluorobenzylmagnesium bromide). As a reaction SMILES: O=[C:2]1[C:9]2[CH:8]=[C:7]([C:10]([O:12][CH3:13])=[O:11])[NH:6][C:5]=2[CH2:4][CH2:3]1.[F:14][C:15]1[CH:16]=[C:17]([CH:21]=[CH:22][C:23]=1[F:24])[CH2:18][Mg]Br>[Pd]>[F:14][C:15]1[CH:16]=[C:17]([CH:21]=[CH:22][C:23]=1[F:24])[CH2:18][CH:2]1[C:9]2[CH:8]=[C:7]([C:10]([O:12][CH3:13])=[O:11])[NH:6][C:5]=2[CH2:4][CH2:3]1. Reagents/catalysts: [Pd] (Pd on carbon). The reactants are BrC=1C=NC=2N(C1)N=C(C2)C(=O)O (6-bromo-pyrazolo[1,5-a]pyrimidine-2-carboxylic acid), CC1C=2C=CC=NC2CCN1 (5-methyl-5,6,7,8-tetrahydro-[1,6]naphthyridine). The product is BrC=1C=NC=2N(C1)N=C(C2)C(=O)N2C(C=1C=CC=NC1CC2)C ((6-Bromo-pyrazolo[1,5-a]pyrimidin-2-yl)-(5-methyl-7,8-dihydro-5H-[1,6]naphthyridin-6-yl)-methanone). Reaction SMILES: [Br:1][C:2]1[CH:3]=[N:4][C:5]2[N:6]([N:8]=[C:9]([C:11]([OH:13])=O)[CH:10]=2)[CH:7]=1.[CH3:14][CH:15]1[NH:24][CH2:23][CH2:22][C:21]2[N:20]=[CH:19][CH:18]=[CH:17][C:16]1=2>>[Br:1][C:2]1[CH:3]=[N:4][C:5]2[N:6]([N:8]=[C:9]([C:11]([N:24]3[CH2:23][CH2:22][C:21]4[N:20]=[CH:19][CH:18]=[CH:17][C:16]=4[CH:15]3[CH3:14])=[O:13])[CH:10]=2)[CH:7]=1. Reported procedure: In close analogy to the procedure described in Example 1, 6-bromo-pyrazolo[1,5-a]pyrimidine-2-carboxylic acid is reacted with 5-methyl-5,6,7,8-tetrahydro-[1,6]naphthyridine to provide the title compound in moderate yield. Reactants: C(CC)OC=1N(C(C2=C(N1)C=CS2)=O)CCC (2-propoxy-3-propylthieno[3.2-d]pyrimidin-4-one), ClN1C(CCC1=O)=O (N-chlorosuccinimide). Run in N1=CC=CC=C1 (pyridine). Run at temperature 70 celsius, time 1 hour. Yields the product ClC=1SC=C2C1N=C(N(C2=O)CCC)OCCC (7-chloro-2-propoxy-3-propylthieno[3.4-d]pyrimidin-4-one). The yield is 95.9%. Reaction SMILES: [CH2:1]([O:4][C:5]1[N:6]([CH2:15][CH2:16][CH3:17])[C:7](=[O:14])[C:8]2[S:13][CH:12]=[CH:11][C:9]=2[N:10]=1)[CH2:2][CH3:3].[Cl:18]N1C(=O)CCC1=O>N1C=CC=CC=1>[Cl:18][C:8]1[S:13][CH:12]=[C:11]2[C:7](=[O:14])[N:6]([CH2:15][CH2:16][CH3:17])[C:5]([O:4][CH2:1][CH2:2][CH3:3])=[N:10][C:9]=12. Procedure: In a sulfonation flask, 2.02 g (0.008 mol) of 2-propoxy-3-propylthieno[3.2-d]pyrimidin-4-one are added, with stirring, to 10 ml of absolute pyridine. The internal temperature is then raised to 70° C. and then 1.60 g (0.012 mol) of N-chlorosuccinimide (NCS) are added over about 5 min in smallish portions. After stirring for 1 hour at 70-75° C., the pyridine is removed in a water-jet vacuum and the residue is taken up in ethyl acetate. The mixture is washed repeatedly with dilute aqueous hydrochlo... The reactants are ClC=1C=NC2=C(C(=CC=C2C1)Cl)C(=O)O (3,7-Dichloro-8-quinolinecarboxylic acid), S(=O)(Cl)Cl (thionyl chloride). Product: ClC=1C=NC2=C(C(=CC=C2C1)Cl)C(=O)Cl (3.7-Dichloro-8-quinolinecarboxylic acid chloride). The yield is 95.7%. RXN SMILES: [Cl:1][C:2]1[CH:3]=[N:4][C:5]2[C:10]([CH:11]=1)=[CH:9][CH:8]=[C:7]([Cl:12])[C:6]=2[C:13]([OH:15])=O.S(Cl)([Cl:18])=O>>[Cl:1][C:2]1[CH:3]=[N:4][C:5]2[C:10]([CH:11]=1)=[CH:9][CH:8]=[C:7]([Cl:12])[C:6]=2[C:13]([Cl:18])=[O:15]. Reported procedure: 3,7-Dichloro-8-quinolinecarboxylic acid(20 g, 82 mmol) was added to thionyl chloride(80 ml), and the mixture refluxed for 3 hours and concentrated under reduced pressure to afford the desired product(20.6 g, yield=95.7%) as a light brown solid. Reactants: O.O=C(O)CN(C)C(N)=N (creatine monohydrate), Cl (HCl). Product: CN1CC(=O)N=C1N.Cl (creatinine HCl). As a reaction SMILES: O.[O:2]=[C:3]([CH2:5][N:6]([C:8](=[NH:10])[NH2:9])[CH3:7])O.[ClH:11]>>[CH3:7][N:6]1[C:8]([NH2:10])=[N:9][C:3](=[O:2])[CH2:5]1.[ClH:11] |f:0.1,3.4|. Procedure details: Shortening the reaction time from 20 hours to 10-12 hours resulted in a decrease in the conversion of creatine monohydrate to CEE HCl to about 76 to 83%. Increasing the reaction time to greater than 20 hours resulted in no significant increase in the conversion of creatine monohydrate to CEE HCl. Such longer reaction times, however, did result in the increased formation of the undesirable product creatinine HCl.